From a dataset of the Open Reaction Database (ORD), a public repository of structured organic reaction records. describe an organic reaction: reactants, conditions, products, and yield Starting materials: C(C)(C)C1=CC=C(C=C1)C(=O)C1=C(C=CC(=C1)OCC#C)[N+](=O)[O-] ((4-isopropyl-phenyl)-(2-nitro-5-propargyloxy-phenyl)-methanone), [OH-].[Na+] (sodium hydroxide). Reagents/catalysts: [Fe] (iron). Solvent: C(C)(=O)O (acetic acid). Reaction conditions: time 20 hour. Product: NC1=C(C=C(C=C1)OCC#C)C(=O)C1=CC=C(C=C1)C(C)C ((2-amino-5-propargyloxy-phenyl)-(4-isopropyl-phenyl)-methanone). Reaction SMILES: [CH:1]([C:4]1[CH:9]=[CH:8][C:7]([C:10]([C:12]2[CH:17]=[C:16]([O:18][CH2:19][C:20]#[CH:21])[CH:15]=[CH:14][C:13]=2[N+:22]([O-])=O)=[O:11])=[CH:6][CH:5]=1)([CH3:3])[CH3:2].[OH-].[Na+]>C(O)(=O)C.[Fe]>[NH2:22][C:13]1[CH:14]=[CH:15][C:16]([O:18][CH2:19][C:20]#[CH:21])=[CH:17][C:12]=1[C:10]([C:7]1[CH:6]=[CH:5][C:4]([CH:1]([CH3:3])[CH3:2])=[CH:9][CH:8]=1)=[O:11] |f:1.2|. Procedure: To a solution of 10.59 g (30.7 mmol) (4-isopropyl-phenyl)-(2-nitro-5-propargyloxy-phenyl)-methanone in 250 ml acetic acid are added 13.6 g (246 mmol) iron powder. After stirring for 20 h at rt the reaction mixture is basified by the addition of 2M sodium hydroxide solution, filtered and extracted with dichloromethane. After purification by chromatography using hexanes/ethyl acetate (7:3) as eluent (2-amino-5-propargyloxy-phenyl)-(4-isopropyl-phenyl)-methanone is obtained. The reactants are O=C(CBr)c1ccccc1, CCOC(C)=O, O=C(OC1CN2CCC1CC2)C(NCc1ccc(F)cc1)c1ccccc1. The product is [Br-], O=C(C[N+]12CCC(CC1)C(OC(=O)C(NCc1ccc(F)cc1)c1ccccc1)C2)c1ccccc1. Reaction SMILES: [Br:28][CH2:29][C:30](=[O:31])[c:32]1[cH:33][cH:34][cH:35][cH:36][cH:37]1.[CH3:38][CH2:39][O:40][C:41](=[O:42])[CH3:43].[F:1][c:2]1[cH:3][cH:4][c:5]([CH2:6][NH:7][CH:8]([C:9](=[O:10])[O:11][CH:12]2[CH2:13][N:14]3[CH2:15][CH2:16][CH:17]2[CH2:18][CH2:19]3)[c:20]2[cH:21][cH:22][cH:23][cH:24][cH:25]2)[cH:26][cH:27]1>>[Br-:28].[F:1][c:2]1[cH:3][cH:4][c:5]([CH2:6][NH:7][CH:8]([C:9](=[O:10])[O:11][CH:12]2[CH2:13][N+:14]3([CH2:29][C:30](=[O:31])[c:32]4[cH:33][cH:34][cH:35][cH:36][cH:37]4)[CH2:15][CH2:16][CH:17]2[CH2:18][CH2:19]3)[c:20]2[cH:21][cH:22][cH:23][cH:24][cH:25]2)[cH:26][cH:27]1.